This data is from the Open Reaction Database (ORD), a public repository of structured organic reaction records. The task is: describe an organic reaction: reactants, conditions, products, and yield The reactants are C(CCCCCCCCC)OC=1C=C2C=CC(=CC2=CC1)CO (6-decyloxy-2-hydroxymethylnaphthalene). The reagents and catalysts are [O-2].[O-2].[Mn+4] (manganese dioxide). The solvent is C(Cl)(Cl)Cl (chloroform). Conditions: time 12 hour. Product: C(CCCCCCCCC)OC=1C=C2C=CC(=CC2=CC1)C=O (6-decyloxynaphthalene-2-aldehyde). As a reaction SMILES: [CH2:1]([O:11][C:12]1[CH:13]=[C:14]2[C:19](=[CH:20][CH:21]=1)[CH:18]=[C:17]([CH2:22][OH:23])[CH:16]=[CH:15]2)[CH2:2][CH2:3][CH2:4][CH2:5][CH2:6][CH2:7][CH2:8][CH2:9][CH3:10]>C(Cl)(Cl)Cl.[O-2].[O-2].[Mn+4]>[CH2:1]([O:11][C:12]1[CH:13]=[C:14]2[C:19](=[CH:20][CH:21]=1)[CH:18]=[C:17]([CH:22]=[O:23])[CH:16]=[CH:15]2)[CH2:2][CH2:3][CH2:4][CH2:5][CH2:6][CH2:7][CH2:8][CH2:9][CH3:10] |f:2.3.4|. Reported procedure: In 10 ml of chloroform, 84 mg (0.43 mmol) of the thus obtained 6-decyloxy-2-hydroxymethylnaphthalene was dissolved, and 235 mg (2.57 mmol) of activated manganese dioxide powder was added. The oxidation reaction was carried out with vigorous stirring at room temperature for 12 hours.